Task: describe an organic reaction: reactants, conditions, products, and yield. Dataset: the Open Reaction Database (ORD), a public repository of structured organic reaction records Reactants: CNC1=NS(N=C1NCCS)=O (3-Methylamino-4-(2-mercaptoethylamino)-1,2,5-thiadiazole 1-oxide), CN(C)CC1=CC=C(O1)CO (5-dimethylaminomethyl-2-furanmethanol). Solvent: Cl (hydrochloric acid). The product is CN(C)CC1=CC=C(O1)CSCCNC1=NS(N=C1NC)=O (3-{2-[(5-Dimethylaminomethyl-2-furyl)methylthio]ethylamino}-4-methylamino-1,2,5 -thiadiazole 1-oxide). Reaction SMILES: [CH3:1][NH:2][C:3]1[C:7]([NH:8][CH2:9][CH2:10][SH:11])=[N:6][S:5](=[O:12])[N:4]=1.[CH3:13][N:14]([CH2:16][C:17]1[O:21][C:20]([CH2:22]O)=[CH:19][CH:18]=1)[CH3:15]>Cl>[CH3:13][N:14]([CH2:16][C:17]1[O:21][C:20]([CH2:22][S:11][CH2:10][CH2:9][NH:8][C:7]2[C:3]([NH:2][CH3:1])=[N:4][S:5](=[O:12])[N:6]=2)=[CH:19][CH:18]=1)[CH3:15]. Reported procedure: When 3-methylamino-4-(2p-mercaptoethylamino)-1,2,5-thiadiazole 1-oxide [prepared in Step A] is treated with about one equivalent of 5-dimethylaminomethyl-2-furanmethanol in concentrated hydrochloric acid according to the procedure described in Example 25, Step B, the title compound is thereby produced; identical to the product of Example 18. Starting materials: C1(=CC=CC=C1)OC (Anisole), [Cl-].[Na+] (sodium chloride), S(O)(O)(=O)=O (Sulfuric acid), I(=O)(=O)(=O)[O-].[Na+] (sodium periodate). Run in C(C)#N.O (acetonitrile water). Reaction conditions: temperature 80 celsius. Yields the product ClC1=C(C=CC=C1)OC (2-chloroanisole). Isolated yield 2.0%. As a reaction SMILES: [C:1]1([O:7][CH3:8])[CH:6]=[CH:5][CH:4]=[CH:3][CH:2]=1.[Cl-:9].[Na+].S(=O)(=O)(O)O.I([O-])(=O)(=O)=O.[Na+]>C(#N)C.O>[Cl:9][C:2]1[CH:3]=[CH:4][CH:5]=[CH:6][C:1]=1[O:7][CH3:8] |f:1.2,4.5,6.7|. Procedure: Anisole (1 mmol) was treated with sodium chloride (1.2 mmol) in acetonitrile: water (2:1, 6 ml). 20% Sulfuric acid (5 ml) and sodium periodate (20 mol %) was added to reaction mixture. The mixture was heated at 80° C. under inert atmosphere for 4 h. The product was purified by column chromatography to give 4-chloroanosole (25%) and 2-chloroanisole (2%).